Dataset: the Open Reaction Database (ORD), a public repository of structured organic reaction records. Task: describe an organic reaction: reactants, conditions, products, and yield Reported procedure: N-(6-Methoxypyridin-3-yl)-3-(2-methyl-9-(tetrahydro-2H-pyran-2-yl)-9H-purin-6-yl)-5-vinylpyridin-2-amine (76.3 mg, 0.172 mmol) was dissolved in DCM (2.9 mL) and trifluoroacetic acid (Aldrich, St. Louis, Mo., hplc grade, 0.60 mL, 7.8 mmol) was added via syringe. The reaction was stirred at room temperature for 35 minutes, concentrated, treated with MeOH, and filtered. The solid was washed with Et2O, but was not sufficiently (>95% by HPLC) pure. So, the solid and filtrate were combined, concentrat... Starting materials: COC1=CC=C(C=N1)NC1=NC=C(C=C1C1=C2N=CN(C2=NC(=N1)C)C1OCCCC1)C=C (N-(6-Methoxypyridin-3-yl)-3-(2-methyl-9-(tetrahydro-2H-pyran-2-yl)-9H-purin-6-yl)-5-vinylpyridin-2-amine), FC(C(=O)O)(F)F (trifluoroacetic acid). Reaction SMILES: [CH3:1][O:2][C:3]1[N:8]=[CH:7][C:6]([NH:9][C:10]2[C:15]([C:16]3[N:24]=[C:23]([CH3:25])[N:22]=[C:21]4[C:17]=3[N:18]=[CH:19][N:20]4C3CCCCO3)=[CH:14][C:13]([CH:32]=[CH2:33])=[CH:12][N:11]=2)=[CH:5][CH:4]=1.FC(F)(F)C(O)=O>C(Cl)Cl>[CH3:1][O:2][C:3]1[N:8]=[CH:7][C:6]([NH:9][C:10]2[C:15]([C:16]3[N:24]=[C:23]([CH3:25])[N:22]=[C:21]4[C:17]=3[N:18]=[CH:19][NH:20]4)=[CH:14][C:13]([CH:32]=[CH2:33])=[CH:12][N:11]=2)=[CH:5][CH:4]=1. Run in C(Cl)Cl (DCM). The product is COC1=CC=C(C=N1)NC1=NC=C(C=C1C1=C2N=CNC2=NC(=N1)C)C=C (N-(6-methoxypyridin-3-yl)-3-(2-methyl-9H-purin-6-yl)-5-vinylpyridin-2-amine). Yield: 111.0%. Reaction conditions: time 35 minute. Starting materials: ClCCCl, NCCCl, Cl, O=S(=O)(Cl)C(F)(F)F. Yields the product O=S(=O)(NCCCl)C(F)(F)F. Reaction SMILES: [Cl:14][CH2:15][CH2:16][Cl:17].[Cl:2][CH2:3][CH2:4][NH2:5].[ClH:1].[F:6][C:7]([S:8](=[O:9])(=[O:10])[Cl:11])([F:12])[F:13]>>[Cl:2][CH2:3][CH2:4][NH:5][S:8]([C:7]([F:6])([F:12])[F:13])(=[O:9])=[O:10]. The reactants are FC1=CC=C(C(=O)NC2=NC3=C(N2[C@H]2CC[C@H](CC2)C(=O)OC)C=C(C=C3)CO)C=C1 (cis-Methyl 4-(2-(4-fluorobenzamido)-6-(hydroxymethyl)-1H-benzo[d]imidazol-1-yl)cyclohexanecarboxylate), TEA, S(=O)(Cl)Cl (thionyl chloride), N1CCCCC1 (piperidine). The solvent is C(Cl)Cl (DCM), C(Cl)Cl (DCM), CS(=O)C (DMSO). Run at temperature 0 celsius, time 1 hour. The product is FC1=CC=C(C(=O)\N=C\2/NC3=C(N2[C@H]2CC[C@H](CC2)C(=O)OC)C=C(C=C3)CN3CCCCC3)C=C1 (cis-methyl 4-((E)-2-(4-fluorobenzoylimino)-6-(piperidin-1-ylmethyl)-2,3-dihydro-1H-benzo[d]imidazol-1-yl)cyclohexanecarboxylate). Yield: 68.1%. RXN SMILES: [F:1][C:2]1[CH:31]=[CH:30][C:5]([C:6]([NH:8][C:9]2[N:13]([C@@H:14]3[CH2:19][CH2:18][C@H:17]([C:20]([O:22][CH3:23])=[O:21])[CH2:16][CH2:15]3)[C:12]3[CH:24]=[C:25]([CH2:28]O)[CH:26]=[CH:27][C:11]=3[N:10]=2)=[O:7])=[CH:4][CH:3]=1.S(Cl)(Cl)=O.[NH:36]1[CH2:41][CH2:40][CH2:39][CH2:38][CH2:37]1>C(Cl)Cl.CS(C)=O>[F:1][C:2]1[CH:31]=[CH:30][C:5]([C:6](/[N:8]=[C:9]2\[NH:10][C:11]3[CH:27]=[CH:26][C:25]([CH2:28][N:36]4[CH2:41][CH2:40][CH2:39][CH2:38][CH2:37]4)=[CH:24][C:12]=3[N:13]\2[C@@H:14]2[CH2:15][CH2:16][C@H:17]([C:20]([O:22][CH3:23])=[O:21])[CH2:18][CH2:19]2)=[O:7])=[CH:4][CH:3]=1. Procedure: cis-Methyl 4-(2-(4-fluorobenzamido)-6-(hydroxymethyl)-1H-benzo[d]imidazol-1-yl)cyclohexanecarboxylate (0.19 g, 0.447 mmol) was suspended in DCM (4.47 mL) and cooled to 0° C. under a nitrogen atmosphere. To this mixture was added thionyl chloride (0.652 mL, 8.93 mmol) dropwise, and the reaction mixture was stirred at 0° C. for 1 hour. The ice bath was removed, and the mixture was stirred at RT for 2 hours. The reaction mixture was concentrated under reduced pressure and dried under high vacuum to... The reactants are O1C=CC2=C1C=CC(=C2)C(CC)=O (1-(benzofuran-5-yl)propan-1-one), C[Si](C)(C)[N-][Si](C)(C)C.[Li+] (lithium bis(trimethylsilyl)amide), C1CC(=O)N(C1=O)Br (NBS), N#N (N2), C(=O)=O.CC(=O)C (dry ice acetone). Solvent: C1CCOC1 (THF), C1CCOC1 (THF). Run at temperature -78 celsius, time 30 minute. Product: O1C=CC2=C1C=CC(=C2)C(C(C)Br)=O (1-(Benzofuran-5-yl)-2-bromopropan-1-one). RXN SMILES: [O:1]1[C:5]2[CH:6]=[CH:7][C:8]([C:10](=[O:13])[CH2:11][CH3:12])=[CH:9][C:4]=2[CH:3]=[CH:2]1.N#N.C(=O)=O.CC(C)=O.C[Si]([N-][Si](C)(C)C)(C)C.[Li+].C1C(=O)N([Br:40])C(=O)C1>C1COCC1>[O:1]1[C:5]2[CH:6]=[CH:7][C:8]([C:10](=[O:13])[CH:11]([Br:40])[CH3:12])=[CH:9][C:4]=2[CH:3]=[CH:2]1 |f:2.3,4.5|. Procedure: To an oven dried roundbottom flask is added 1-(benzofuran-5-yl)propan-1-one (160 mg, 0.919 mmol) and dissolved in dry THF (5 ml). The flask is then cycled through a vacuum/N2 protocol and then cooled under N2 to −78° C. using dry ice/acetone. At this temperature, lithium bis(trimethylsilyl)amide (1M in hexanes) (1.378 ml, 1.378 mmol) is added and stirring continues for ˜30 mins. After this time, NBS (180 mg, 1.010 mmol) in THF (5 ml) is then added dropwise keeping the temp below −60° C. The mixt... Starting materials: CN1CCCC1=O, CCN(C(C)C)C(C)C, Nc1nc2nc(SCc3ccccc3)nc(Cl)c2s1, CC(N)CO, O. Yields the product CC(CO)Nc1nc(SCc2ccccc2)nc2nc(N)sc12. Reaction SMILES: [CH3:35][N:36]1[CH2:37][CH2:38][CH2:39][C:40]1=[O:41].[CH:25]([N:26]([CH:27]([CH3:28])[CH3:29])[CH2:30][CH3:31])([CH3:32])[CH3:33].[Cl:1][c:2]1[c:3]2[c:4]([n:5][c:6]([S:8][CH2:9][c:10]3[cH:11][cH:12][cH:13][cH:14][cH:15]3)[n:7]1)[n:16][c:17]([NH2:19])[s:18]2.[NH2:20][CH:21]([CH3:22])[CH2:23][OH:24].[OH2:34]>>[c:2]1([NH:20][CH:21]([CH3:22])[CH2:23][OH:24])[c:3]2[c:4]([n:5][c:6]([S:8][CH2:9][c:10]3[cH:11][cH:12][cH:13][cH:14][cH:15]3)[n:7]1)[n:16][c:17]([NH2:19])[s:18]2. Starting materials: O=C([O-])[O-], CN(C)C=O, Cc1nn(-c2cc(O)c(Cl)cc2F)c(=O)n1C(F)F, N#Cc1ccc(F)cc1, [K+], [K+]. The product is Cc1nn(-c2cc(Oc3ccc(C#N)cc3)c(Cl)cc2F)c(=O)n1C(F)F. As a reaction SMILES: [C:20](=[O:21])([O-:22])[O-:23].[CH3:35][N:36]([CH3:37])[CH:38]=[O:39].[Cl:1][c:2]1[cH:3][c:4]([F:19])[c:5](-[n:9]2[n:10][c:11]([CH3:18])[n:12]([CH:15]([F:16])[F:17])[c:13]2=[O:14])[cH:6][c:7]1[OH:8].[F:26][c:27]1[cH:28][cH:29][c:30]([C:31]#[N:32])[cH:33][cH:34]1.[K+:24].[K+:25]>>[Cl:1][c:2]1[cH:3][c:4]([F:19])[c:5](-[n:9]2[n:10][c:11]([CH3:18])[n:12]([CH:15]([F:16])[F:17])[c:13]2=[O:14])[cH:6][c:7]1[O:8][c:27]1[cH:28][cH:29][c:30]([C:31]#[N:32])[cH:33][cH:34]1. Starting materials: FC1=C(CO)C=C(C=C1)O (2-fluoro-5-hydroxybenzyl alcohol), FC(OC1=CC=C(CCl)C=C1)F (4-difluoromethoxybenzyl chloride), ClC(=O)N1C(CN(CC1C)C(=O)OC(C)(C)C)C (1-chlorocarbonyl-2,6-dimethyl-4-tert-butoxycarbonylpiperazine). Yields the product Cl.C[C@@H]1N([C@@H](CNC1)C)C(=O)OCC1=C(C=CC(=C1)OCC1=CC=C(C=C1)OC(F)F)F (2-Fluoro-5-(4-difluoromethoxybenzyl)oxybenzyl cis-2,6-dimethylpiperazine-1-carboxylate hydrochloride), product. Yield: 94.0%. RXN SMILES: [F:1][C:2]1[CH:9]=[CH:8][C:7]([OH:10])=[CH:6][C:3]=1[CH2:4][OH:5].[F:11][CH:12]([F:22])[O:13][C:14]1[CH:21]=[CH:20][C:17]([CH2:18][Cl:19])=[CH:16][CH:15]=1.Cl[C:24]([N:26]1[CH:31]([CH3:32])[CH2:30][N:29](C(OC(C)(C)C)=O)[CH2:28][CH:27]1[CH3:40])=[O:25]>>[ClH:19].[CH3:40][C@H:27]1[CH2:28][NH:29][CH2:30][C@@H:31]([CH3:32])[N:26]1[C:24]([O:5][CH2:4][C:3]1[CH:6]=[C:7]([O:10][CH2:18][C:17]2[CH:20]=[CH:21][C:14]([O:13][CH:12]([F:22])[F:11])=[CH:15][CH:16]=2)[CH:8]=[CH:9][C:2]=1[F:1])=[O:25] |f:3.4|. Procedure: 2-Fluoro-5-(4-difluoromethoxybenzyl)oxybenzyl cis-2,6-dimethylpiperazine-1-carboxylate hydrochloride was prepared from 2-fluoro-5-hydroxybenzyl alcohol, 4-difluoromethoxybenzyl chloride and 1-chlorocarbonyl-2,6-dimethyl-4-tert-butoxycarbonylpiperazine according to the methods described for Examples 52 and 54 to give the product as a white solid (0.224 g, 94% overall); (Found: C, 55.7; H, 5.7; N, 5.9. C22H25F3N2O4.HCl requires C, 55.6; H, 5.5; N, 5.9%); δH (400 MHz, DMSO-d6) 9.8 (1H, br), 9.3 (1H... Reactants: C(C=C)NC1=C(C=CC=C1)CC(=O)OC (methyl 2-(allylamino)phenylacetate), C(CCO)O (1,3-propanediol), C1(=CC=C(C=C1)S(=O)(=O)O)C (p-toluenesulfonic acid). The product is C(C=C)NC1=C(C=CC=C1)CC(=O)OCCCO (3-hydroxypropyl 2-(allylamino)phenylacetate). As a reaction SMILES: [CH2:1]([NH:4][C:5]1[CH:10]=[CH:9][CH:8]=[CH:7][C:6]=1[CH2:11][C:12]([O:14][CH3:15])=[O:13])[CH:2]=[CH2:3].C(O)[CH2:17][CH2:18][OH:19].C1(C)C=CC(S(O)(=O)=O)=CC=1>>[CH2:1]([NH:4][C:5]1[CH:10]=[CH:9][CH:8]=[CH:7][C:6]=1[CH2:11][C:12]([O:14][CH2:15][CH2:17][CH2:18][OH:19])=[O:13])[CH:2]=[CH2:3]. Reported procedure: A mixture of 2.25 g. of methyl 2-(allylamino)phenylacetate, 280 mg. of 1,3-propanediol and 1.37 g. p-toluenesulfonic acid is heated at 180° C. for 18 hours and then is partitioned between ether and 3% aqueous sodium carbonate solution. The ether layer is separated, dried, and evaporated to yield 3-hydroxypropyl 2-(allylamino)phenylacetate. The reactants are S1C2=C(C=C1)C=CC=C2C=O (benzo[b]thiophene-7-aldehyde), NC1=NNC=C1 (3-aminopyrazole), O=C(CC(=O)OCC)CCC (ethyl 3-ketohexanoate). Yields the product S1C2=C(C=C1)C=CC=C2C2C=1C(NC(=C2C(=O)OCC)CCC)=NNC1 (Ethyl 4-(benzo[b]thiophen-7-yl)-4,7-dihydro-6-propyl-2H-pyrazolo[3,4-b]pyridine-5-carboxylate). Reaction SMILES: [S:1]1[CH:5]=[CH:4][C:3]2[CH:6]=[CH:7][CH:8]=[C:9]([CH:10]=O)[C:2]1=2.[NH2:12][C:13]1[CH:17]=[CH:16][NH:15][N:14]=1.O=[C:19]([CH2:26][CH2:27][CH3:28])[CH2:20][C:21]([O:23][CH2:24][CH3:25])=[O:22]>>[S:1]1[CH:5]=[CH:4][C:3]2[CH:6]=[CH:7][CH:8]=[C:9]([CH:10]3[C:20]([C:21]([O:23][CH2:24][CH3:25])=[O:22])=[C:19]([CH2:26][CH2:27][CH3:28])[NH:12][C:13]4=[N:14][NH:15][CH:16]=[C:17]34)[C:2]1=2. Procedure details: The title compound was prepared from benzo[b]thiophene-7-aldehyde, 3-aminopyrazole and ethyl 3-ketohexanoate in the same manner as in Example 25. As a reaction SMILES: [NH2:1][C:2]1[C:3]([Br:12])=[C:4]2[C:9](=[CH:10][CH:11]=1)[N:8]=[CH:7][CH:6]=[N:5]2.S(=O)(O)[O-].[Na+].[OH-].[Na+]>O>[BrH:12].[NH2:1][C:2]1[C:3]([Br:12])=[C:4]2[C:9](=[CH:10][CH:11]=1)[N:8]=[CH:7][CH:6]=[N:5]2 |f:1.2,3.4,6.7|. Reported procedure: The crude 6-amino-5-bromoquinoxaline from above was dissolved in water and saturated sodium bisulfite solution was added until the resulting solution tested negative with starch-iodide paper. The solution was then basified with 2N sodium hydroxide and extracted thoroughly with ethyl acetate. The organic extract was dried over magnesium sulfate and concentrated under reduced pressure to give the free base. The crude product was recrystallized from boiling benzene to give yellow crystals, m.p. 155... Yields the product Br.NC=1C(=C2N=CC=NC2=CC1)Br (6-Amino-5-bromoquinoxaline hydrobromide). The reactants are [OH-].[Na+] (sodium hydroxide), NC=1C(=C2N=CC=NC2=CC1)Br (6-amino-5-bromoquinoxaline), S([O-])(O)=O.[Na+] (sodium bisulfite), starch iodide, NC=1C(=C2N=CC=NC2=CC1)Br (6-amino-5-bromoquinoxaline). Solvent: O (water).